Task: describe an organic reaction: reactants, conditions, products, and yield. Dataset: the Open Reaction Database (ORD), a public repository of structured organic reaction records The reactants are FC1=C(C=O)C=CC=C1 (2-fluorobenzaldehyde), O=C1CCN(CC1)C(=O)OC(C)(C)C (tert-butyl 4-oxo-1-piperidinecarboxylate), [Cl-].[NH4+] (ammonium chloride), C(Br)(Br)(Br)Br (carbon tetrabromide), C1(=CC=CC=C1)P(C1=CC=CC=C1)C1=CC=CC=C1 (triphenylphosphine). Run in ClCCl (dichloromethane), O1CCCC1 (tetrahydrofuran), ClCCl (dichloromethane), CCCCCC (hexane). Reaction conditions: temperature 0 celsius, time 1 hour. The product is C(C)(C)(C)OC(=O)N1CCC(CC1)(O)C#CC1=C(C=CC=C1)F (1-(tert-Butoxycarbonyl)-4-[(2-fluorophenyl)ethynyl]-4-hydroxypiperidine). Yield: 23.0%. Reaction SMILES: C(Br)(Br)(Br)Br.[C:6]1(P(C2C=CC=CC=2)C2C=CC=CC=2)C=CC=CC=1.[F:25][C:26]1[CH:33]=[CH:32][CH:31]=[CH:30][C:27]=1[CH:28]=O.[O:34]=[C:35]1[CH2:40][CH2:39][N:38]([C:41]([O:43][C:44]([CH3:47])([CH3:46])[CH3:45])=[O:42])[CH2:37][CH2:36]1.[Cl-].[NH4+]>ClCCl.O1CCCC1.CCCCCC>[C:44]([O:43][C:41]([N:38]1[CH2:37][CH2:36][C:35]([C:6]#[C:28][C:27]2[CH:30]=[CH:31][CH:32]=[CH:33][C:26]=2[F:25])([OH:34])[CH2:40][CH2:39]1)=[O:42])([CH3:47])([CH3:46])[CH3:45] |f:4.5|. Procedure: After dissolving 12.6 g of carbon tetrabromide in 80 ml of dichloromethane, the solution was cooled to 0° C. A 20 g portion of triphenylphosphine was added thereto in small portions at a time, and the mixture was stirred for 1 hour. A solution of 2.4 g of 2-fluorobenzaldehyde in dichloromethane (70 ml) was added dropwise and stirring was continued at 0° C. for 4 hours. After stirring overnight at room temperature, hexane was added and the mixture was filtered. The filtrate was concentrated under... The reactants are [Al+3].[Cl-].[Cl-].[Cl-] (AlCl3), C(F)(F)(Cl)Cl (CF2Cl2), C(F)(Cl)(Cl)Cl (CFCl3), C(F)(Cl)(Cl)Cl (CFCl3). Conditions: temperature 32.5 celsius. Product: [Al+3].[Cl-].[Cl-].[Cl-].C(F)(Cl)(Cl)Cl (AlCl3 CFCl3). As a reaction SMILES: [Al+3:1].[Cl-:2].[Cl-].[Cl-].[C:5]([Cl:9])([Cl:8])([Cl:7])[F:6].C(Cl)([Cl:13])(F)F>>[Al+3:1].[Cl-:7].[Cl-:13].[Cl-:2].[C:5]([Cl:9])([Cl:8])([Cl:7])[F:6] |f:0.1.2.3,6.7.8.9.10|. Reported procedure: 500 g (3.75 mol) of AlCl3 (Aldrich-99% pure) was stirred mechanically under N2 in a r.b. flask fitted with a -80° C.. condenser while 1750 mL (~2625 g, 19 mol) of CFCl3 was added over a 1.5-hr period. Reaction is very exothermic in the early stages, so addition of CFCl3 was slow at first in order to keep the temperature below 65° C., then rapid. The resulting suspension was stirred an additional 3 hrs while volatiles (CF2Cl2) were allowed to escape through the warmed condenser. The condenser was...